From a dataset of the Open Reaction Database (ORD), a public repository of structured organic reaction records. describe an organic reaction: reactants, conditions, products, and yield The reactants are COC(\C=C\C1=C(C=CC=C1C#CCCCCOC1OCCCC1)O)=O (rac-(E)-3-[2-hydroxy-6-[6-[(tetrahydro-2H-pyran-2-yl)oxy]-1-hexynyl]phenyl]-2-propenoic acid methyl ester), BrCCCCC(=O)OCC (ethyl 5-bromovalerate), C([O-])([O-])=O.[K+].[K+] (potassium carbonate), CS(=O)C (dimethyl sulfoxide), crude product. Solvent: O (water), CCOCC (ether). Reaction conditions: time 24 hour. The product is C(C)OC(CCCCOC1=C(C(=CC=C1)C#CCCCCOC1OCCCC1)\C=C\C(=O)OC)=O (rac-(E)-5-[2-(3-methoxy-3-oxo-1-propenyl)-3-[6-[(tetrahydro-2H-pyran-2-yl)oxy]-1-hexynyl]phenoxy]pentanoic acid ethyl ester). Yield: 90.6%. RXN SMILES: [CH3:1][O:2][C:3](=[O:26])/[CH:4]=[CH:5]/[C:6]1[C:11]([C:12]#[C:13][CH2:14][CH2:15][CH2:16][CH2:17][O:18][CH:19]2[CH2:24][CH2:23][CH2:22][CH2:21][O:20]2)=[CH:10][CH:9]=[CH:8][C:7]=1[OH:25].Br[CH2:28][CH2:29][CH2:30][CH2:31][C:32]([O:34][CH2:35][CH3:36])=[O:33].C(=O)([O-])[O-].[K+].[K+].CS(C)=O>CCOCC.O>[CH2:35]([O:34][C:32](=[O:33])[CH2:31][CH2:30][CH2:29][CH2:28][O:25][C:7]1[CH:8]=[CH:9][CH:10]=[C:11]([C:12]#[C:13][CH2:14][CH2:15][CH2:16][CH2:17][O:18][CH:19]2[CH2:24][CH2:23][CH2:22][CH2:21][O:20]2)[C:6]=1/[CH:5]=[CH:4]/[C:3]([O:2][CH3:1])=[O:26])[CH3:36] |f:2.3.4|. Procedure details: A mixture of 0.7 g (1.95 mmol) of rac-(E)-3-[2-hydroxy-6-[6-[(tetrahydro-2H-pyran-2-yl)oxy]-1-hexynyl]phenyl]-2-propenoic acid methyl ester, 0.45 g (2.14 mmol) of ethyl 5-bromovalerate, 0.75 g (5.4 mmol) of anhydrous, granular potassium carbonate, and 8 mL of dimethyl sulfoxide was stirred at room temperature for 24 hr. The resulting mixture was poured into water and worked-up with ether in the usual manner. The crude product was flash chromatographed on silica gel, eluting with 2:1 hexane-ethyl... Starting materials: BrC=1C=CC(=C(C(=O)N(CC)CC)C1)OC1=CC(=NC=C1)Cl (5-bromo-2-(2-chloropyridin-4-yloxy)-N,N-diethylbenzamide), N1=CN=CC(=C1)B(O)O (pyrimidin-5-ylboronic acid), C([O-])([O-])=O.[K+].[K+] (potassium carbonate). Reagents/catalysts: C=1C=CC(=CC1)[P](C=2C=CC=CC2)(C=3C=CC=CC3)[Pd]([P](C=4C=CC=CC4)(C=5C=CC=CC5)C=6C=CC=CC6)([P](C=7C=CC=CC7)(C=8C=CC=CC8)C=9C=CC=CC9)[P](C=1C=CC=CC1)(C=1C=CC=CC1)C=1C=CC=CC1 (Tetrakis(triphenylphosphine)palladium(0)). Run in C1CCOC1 (THF), O (water). Reaction conditions: temperature 100 celsius, time 4 hour. Product: ClC1=NC=CC(=C1)OC1=C(C(=O)N(CC)CC)C=C(C=C1)C=1C=NC=NC1 (2-(2-chloropyridin-4-yloxy)-N,N-diethyl-5-(pyrimidin-5-yl)benzamide). RXN SMILES: Br[C:2]1[CH:3]=[CH:4][C:5]([O:15][C:16]2[CH:21]=[CH:20][N:19]=[C:18]([Cl:22])[CH:17]=2)=[C:6]([CH:14]=1)[C:7]([N:9]([CH2:12][CH3:13])[CH2:10][CH3:11])=[O:8].[N:23]1[CH:28]=[C:27](B(O)O)[CH:26]=[N:25][CH:24]=1.C(=O)([O-])[O-].[K+].[K+]>C1COCC1.O.C1C=CC([P]([Pd]([P](C2C=CC=CC=2)(C2C=CC=CC=2)C2C=CC=CC=2)([P](C2C=CC=CC=2)(C2C=CC=CC=2)C2C=CC=CC=2)[P](C2C=CC=CC=2)(C2C=CC=CC=2)C2C=CC=CC=2)(C2C=CC=CC=2)C2C=CC=CC=2)=CC=1>[Cl:22][C:18]1[CH:17]=[C:16]([O:15][C:5]2[CH:4]=[CH:3][C:2]([C:27]3[CH:28]=[N:23][CH:24]=[N:25][CH:26]=3)=[CH:14][C:6]=2[C:7]([N:9]([CH2:12][CH3:13])[CH2:10][CH3:11])=[O:8])[CH:21]=[CH:20][N:19]=1 |f:2.3.4,^1:47,49,68,87|. Procedure details: A resealable tube was charged with a mixture of 5-bromo-2-(2-chloropyridin-4-yloxy)-N,N-diethylbenzamide (2.500 g, 6.52 mmol), pyrimidin-5-ylboronic acid (2.018 g, 16.29 mmol), and potassium carbonate (4.50 g, 32.6 mmol) in THF (40.0 mL) and water (10.0 mL). Tetrakis(triphenylphosphine)palladium(0) (0.376 g, 0.326 mmol) was added, the system was purged with argon, and the tube was sealed. The reaction mixture was stirred at 100° C. for 4.0 h. The reaction mixture was partitioned between EtOAc an... The reactants are [H-].[Na+] (Sodium hydride), IC (iodomethane), COC(C[C@@H]1CC[C@@H](CC1)O)=O (Cis (4-Hydroxy-cyclohexyl)-acetic acid methyl ester). Run in CN(C)C=O (DMF). Reaction conditions: temperature 2.5 celsius, time 4 hour. Product: COC(C[C@@H]1CC[C@@H](CC1)OC)=O (Cis (4-Methoxy-cyclohexyl)-acetic acid methyl ester). Yield: 103.9%. RXN SMILES: [CH3:1][O:2][C:3](=[O:12])[CH2:4][C@H:5]1[CH2:10][CH2:9][C@@H:8]([OH:11])[CH2:7][CH2:6]1.[H-].[Na+].I[CH3:16]>CN(C=O)C>[CH3:1][O:2][C:3](=[O:12])[CH2:4][C@H:5]1[CH2:10][CH2:9][C@@H:8]([O:11][CH3:16])[CH2:7][CH2:6]1 |f:1.2|. Procedure: Cis (4-Hydroxy-cyclohexyl)-acetic acid methyl ester (500 mg, 2.90 mmol) were dissolved in 1.5 ml DMF and cooled to 0-5° C. Sodium hydride (190 mg, 4.35 mmol, 55%) and iodomethane (3.62 ml, 23.2 mmol) were added and the reaction mixture stirred for 4 hours at 0-5° C. The reaction mixture was quenched with saturated NaHCO3-solution and extracted with dichloromethane. The organic extract was washed with brine, dried with sodium sulfate, filtered and evaporated. The crude product (561 mg, quant.) wa... Reactants: Intermediate 72, CC1C(C(CCC1)C)O (2,6-dimethyl-cyclohexanol), COC(C(CC1CCCC1)Br)=O (2-bromo-3-cyclopentyl-propionic acid methyl ester), ClC=1C(N(N=CC1Cl)C1OCCCC1)=O (4,5-dichloro-2-(tetrahydropyran-2-yl)-2H-pyridazin-3-one), ClC=1C(N(N=CC1Cl)C1OCCCC1)=O (4,5-dichloro-2-(tetrahydropyran-2-yl)-2H-pyridazin-3-one), COC(C(CC1CCCC1)Br)=O (2-bromo-3-cyclopentyl-propionic acid methyl ester). The product is C1(CCCC1)CC(C(=O)O)N1N=CC(=CC1=O)OC1C(CCCC1C)C (3-cyclopentyl-2-[4-(2,6-dimethyl-cyclohexyloxy)-6-oxo-6H-pyridazin-1-yl]-propionic acid). As a reaction SMILES: Cl[C:2]1[C:3](=[O:15])[N:4](C2CCCCO2)[N:5]=[CH:6][C:7]=1Cl.[CH3:16][CH:17]1[CH2:22][CH2:21][CH2:20][CH:19]([CH3:23])[CH:18]1[OH:24].C[O:26][C:27](=[O:36])[CH:28](Br)[CH2:29][CH:30]1[CH2:34][CH2:33][CH2:32][CH2:31]1>>[CH:30]1([CH2:29][CH:28]([N:4]2[C:3](=[O:15])[CH:2]=[C:7]([O:24][CH:18]3[CH:19]([CH3:23])[CH2:20][CH2:21][CH2:22][CH:17]3[CH3:16])[CH:6]=[N:5]2)[C:27]([OH:26])=[O:36])[CH2:34][CH2:33][CH2:32][CH2:31]1. Procedure: In an analogous manner to the stepwise sequence outlined in Intermediate 72, starting from 4,5-dichloro-2-(tetrahydropyran-2-yl)-2H-pyridazin-3-one (Intermediate 20) and 2,6-dimethyl-cyclohexanol and alkylating with 2-bromo-3-cyclopentyl-propionic acid methyl ester (Intermediate 10) afforded 3-cyclopentyl-2-[4-(2,6-dimethyl-cyclohexyloxy)-6-oxo-6H-pyridazin-1-yl]-propionic acid (10.5 g, 86% for the final step); LC-MS: 363 (M+1)+, tR=5.03 min. Purity on HPLC: tR=10.3 min, 99.3% (214 nm), 99.0% (2... Reactants: CSC1=NC=C(C(=N1)Cl)C (2-methylsulphenyl-4-chloro-5-methyl-pyrimidine), CN (methylamine), C(Cl)Cl.CO (methylene chloride methanol). Solvent: C(C)O (ethanol). Product: CSC1=NC=C(C(=N1)NC)C (2-methylsulphenyl-4-methylamino-5-methyl-pyrimidine). RXN SMILES: [CH3:1][S:2][C:3]1[N:8]=[C:7](Cl)[C:6]([CH3:10])=[CH:5][N:4]=1.[CH3:11][NH2:12].C(Cl)Cl.CO>C(O)C>[CH3:1][S:2][C:3]1[N:8]=[C:7]([NH:12][CH3:11])[C:6]([CH3:10])=[CH:5][N:4]=1 |f:2.3|. Procedure details: Prepared from 2-methylsulphenyl-4-chloro-5-methyl-pyrimidine by reacting with methylamine in ethanol at 100° C., melting point: 134° C., Rf value: 0.35 (silica gel; methylene chloride/methanol=40:1)